This data is from the Open Reaction Database (ORD), a public repository of structured organic reaction records. The task is: describe an organic reaction: reactants, conditions, products, and yield The reactants are O=C(CC(CC(=O)O)(C)C)C (5-keto-3,3-dimethylhexanoic acid), S(O)(O)(=O)=O (sulfuric acid). Solvent: C(Cl)(Cl)Cl (chloroform). Product: CC1(CC(=O)CC(=O)C1)C (dimedone). Yield: 82.3%. RXN SMILES: [O:1]=[C:2]([CH3:11])[CH2:3][C:4]([CH3:10])([CH3:9])[CH2:5][C:6](O)=[O:7].S(=O)(=O)(O)O>C(Cl)(Cl)Cl>[CH3:9][C:4]1([CH3:10])[CH2:3][C:2](=[O:1])[CH2:11][C:6](=[O:7])[CH2:5]1. Procedure: A solution of 5 parts of 5-keto-3,3-dimethylhexanoic acid and about 15 parts of 73% sulfuric acid was heated for one hour in a 130°-135° oil bath. The cooled solution was then poured into a separatory funnel containing ice and chloroform. The aqueous phase was then washed three times with additional chloroform. The combined organic extractions were then dried and evaporated. There was obtained an 82.3% yield of dimedone. It was further recrystallized from toluene. Run in O1CCCC1 (tetrahydrofuran), O (water). Procedure: A mixture of 4′-[4-[4-(cis-2,6-dimethylmorpholin-4-yl)phenyl]piperazin-1-yl]-1,1′-biphenyl-4-carboxylic acid methyl ester (3.70 g) and 1.0 mol/l sodium hydroxide solution (30 ml) in a mixed solvent of methanol (75 ml) and tetrahydrofuran (185 ml) was refluxed for 15.5 hours. After cooling to ambient temperature, the reaction mixture was poured into cold water, and the mixture was adjusted to pH 2 with 1.0 mol/l hydrochloric acid. The resulting precipitates were filtered, washed with water and di... As a reaction SMILES: C[O:2][C:3]([C:5]1[CH:10]=[CH:9][C:8]([C:11]2[CH:16]=[CH:15][C:14]([N:17]3[CH2:22][CH2:21][N:20]([C:23]4[CH:28]=[CH:27][C:26]([N:29]5[CH2:34][C@H:33]([CH3:35])[O:32][C@H:31]([CH3:36])[CH2:30]5)=[CH:25][CH:24]=4)[CH2:19][CH2:18]3)=[CH:13][CH:12]=2)=[CH:7][CH:6]=1)=[O:4].[OH-].[Na+].CO.Cl>O.O1CCCC1>[CH3:35][C@H:33]1[O:32][C@@H:31]([CH3:36])[CH2:30][N:29]([C:26]2[CH:25]=[CH:24][C:23]([N:20]3[CH2:19][CH2:18][N:17]([C:14]4[CH:15]=[CH:16][C:11]([C:8]5[CH:9]=[CH:10][C:5]([C:3]([OH:4])=[O:2])=[CH:6][CH:7]=5)=[CH:12][CH:13]=4)[CH2:22][CH2:21]3)=[CH:28][CH:27]=2)[CH2:34]1 |f:1.2|. Isolated yield 102.4%. Starting materials: Cl (hydrochloric acid), COC(=O)C1=CC=C(C=C1)C1=CC=C(C=C1)N1CCN(CC1)C1=CC=C(C=C1)N1C[C@H](O[C@H](C1)C)C (4′-[4-[4-(cis-2,6-dimethylmorpholin-4-yl)phenyl]piperazin-1-yl]-1,1′-biphenyl-4-carboxylic acid methyl ester), [OH-].[Na+] (sodium hydroxide), CO (methanol). Yields the product C[C@@H]1CN(C[C@@H](O1)C)C1=CC=C(C=C1)N1CCN(CC1)C1=CC=C(C=C1)C1=CC=C(C=C1)C(=O)O (4′-[4-[4-(cis-2,6-dimethylmorpholin-4-yl)phenyl]piperazin-1-yl]-1,1′-biphenyl-4-carboxylic acid). Procedure details: 65 Grams of 5-acetoxy-3,4-dihydro-8-hydroxy-2(1H)-quinolinone was dissolved in 500 ml of dimethylformamide (DMF), to this solution were added 52 g of potassium carbonate powder and 50 ml of allyl bromide, the mixture thus obtained was stirred at room temperature for 8 hours. To this reaction mixture was diluted with 500 ml of water, extracted with 2 liter of ethyl acetate. The extract was washed with water, dried over anhydrous magnesium sulfate, then concentrated to dryness under reduced pressu... Product: C(C)(=O)OC1=C2CCC(NC2=C(C=C1)OCC=C)=O (5-acetoxy-8-allyloxy-3,4-dihydro-2(1H)-quinolinone). Run at time 8 hour. Reaction SMILES: [C:1]([O:4][C:5]1[CH:14]=[CH:13][C:12]([OH:15])=[C:11]2[C:6]=1[CH2:7][CH2:8][C:9](=[O:16])[NH:10]2)(=[O:3])[CH3:2].C(=O)([O-])[O-].[K+].[K+].[CH2:23](Br)[CH:24]=[CH2:25]>CN(C)C=O.O>[C:1]([O:4][C:5]1[CH:14]=[CH:13][C:12]([O:15][CH2:25][CH:24]=[CH2:23])=[C:11]2[C:6]=1[CH2:7][CH2:8][C:9](=[O:16])[NH:10]2)(=[O:3])[CH3:2] |f:1.2.3|. Run in O (water), CN(C=O)C (dimethylformamide). The reactants are C([O-])([O-])=O.[K+].[K+] (potassium carbonate), C(C=C)Br (allyl bromide), C(C)(=O)OC1=C2CCC(NC2=C(C=C1)O)=O (5-acetoxy-3,4-dihydro-8-hydroxy-2(1H)-quinolinone). Reactants: CC(C)(C)c1cc(N2CCNCC2)nc(C(C)(C)C)n1, O=C1CCC(=O)N(CCCCCl)c2ccccc21. Yields the product CC(C)(C)c1cc(N2CCN(CCCCN3C(=O)CCC(=O)c4ccccc43)CC2)nc(C(C)(C)C)n1, Cl. Reaction SMILES: [C:1]([CH3:2])([CH3:3])([CH3:4])[c:5]1[n:6][c:7]([N:15]2[CH2:16][CH2:17][NH:18][CH2:19][CH2:20]2)[cH:8][c:9]([C:11]([CH3:12])([CH3:13])[CH3:14])[n:10]1.[Cl:21][CH2:22][CH2:23][CH2:24][CH2:25][N:26]1[C:27](=[O:38])[CH2:28][CH2:29][C:30](=[O:37])[c:31]2[c:32]1[cH:33][cH:34][cH:35][cH:36]2>>[C:1]([CH3:2])([CH3:3])([CH3:4])[c:5]1[n:6][c:7]([N:15]2[CH2:16][CH2:17][N:18]([CH2:22][CH2:23][CH2:24][CH2:25][N:26]3[C:27](=[O:38])[CH2:28][CH2:29][C:30](=[O:37])[c:31]4[c:32]3[cH:33][cH:34][cH:35][cH:36]4)[CH2:19][CH2:20]2)[cH:8][c:9]([C:11]([CH3:12])([CH3:13])[CH3:14])[n:10]1.[ClH:21]. Starting materials: C[Li] (methyllithium), [Cl-].[NH4+] (ammonium chloride), ClC(=O)[C@H]1[C@H](CC=CC1)C(=O)OC ((1S, 2R)-2-chloroformyl-1-methoxycarbonylcyclohex-4-ene), CO (methanol). Reagents/catalysts: [Cu]I (copper (I) iodide). Solvent: CCOCC (ether), CCOCC (ether), CCOCC (ether). Run at temperature -78 celsius, time 1 hour. The product is C(C)(=O)[C@H]1[C@H](CC=CC1)C(=O)OC ((1S, 2R)-2-acetyl-1-methoxycarbonylcyclohex-4-ene). RXN SMILES: [CH3:1][Li].Cl[C:4]([C@@H:6]1[CH2:11][CH:10]=[CH:9][CH2:8][C@@H:7]1[C:12]([O:14][CH3:15])=[O:13])=[O:5].CO.[Cl-].[NH4+]>CCOCC.[Cu]I>[C:4]([C@@H:6]1[CH2:11][CH:10]=[CH:9][CH2:8][C@@H:7]1[C:12]([O:14][CH3:15])=[O:13])(=[O:5])[CH3:1] |f:3.4|. Procedure details: 1 ml of dry ether was added to 141 mg of copper (I) iodide in a stream of nitrogen gas, and 1.35 ml of ether solution (1.1M) of a methyllithium was added dropwise to the mixture while cooling it by ice. The mixture was cooled down to -78° C. To the reaction mixture was added a solution of (1S, 2R)-2-chloroformyl-1-methoxycarbonylcyclohex-4-ene (50 mg) prepared by a method similar to that of Example 1 in ether (0.5 ml) at -70° C., and the mixture was stirred for one hour. After addition of methan... Starting materials: N1C(=O)C(=O)C2=CC=CC=C12 (isatin), BrC1=CC(=C(O[Si](C)(C)C(C)(C)C)C(=C1)C)C ((4-bromo-2,6-dimethyl-phenoxy)-tert-butyl-dimethyl-silane), C(CCC)[Li] (n-butyl lithium), CCCCCC (hexane), [NH4+].[Cl-] (NH4Cl). Run in C1CCOC1 (THF). Conditions: temperature -75 celsius, time 30 minute. Product: C(C)(C)(C)[Si](OC1=C(C=C(C=C1C)C1(C(NC2=CC=CC=C12)=O)O)C)(C)C (3-[4-(tert-Butyl-dimethyl-silanyloxy)-3,5-dimethyl-phenyl]-3-hydroxy-1,3-dihydro-indol-2-one). Yield: 154.3%. As a reaction SMILES: Br[C:2]1[CH:15]=[C:14]([CH3:16])[C:5]([O:6][Si:7]([C:10]([CH3:13])([CH3:12])[CH3:11])([CH3:9])[CH3:8])=[C:4]([CH3:17])[CH:3]=1.C([Li])CCC.CCCCCC.[NH:29]1[C:39]2[C:34](=[CH:35][CH:36]=[CH:37][CH:38]=2)[C:32](=[O:33])[C:30]1=[O:31].[NH4+].[Cl-]>C1COCC1>[C:10]([Si:7]([CH3:9])([CH3:8])[O:6][C:5]1[C:14]([CH3:16])=[CH:15][C:2]([C:32]2([OH:33])[C:34]3[C:39](=[CH:38][CH:37]=[CH:36][CH:35]=3)[NH:29][C:30]2=[O:31])=[CH:3][C:4]=1[CH3:17])([CH3:13])([CH3:12])[CH3:11] |f:4.5|. Procedure: Dissolve (4-bromo-2,6-dimethyl-phenoxy)-tert-butyl-dimethyl-silane (15.77 g, 50 mmol) in anhydrous THF (250 mL) under nitrogen and cool in a dry ice/acetone bath. Add slowly at −75 to −70° C. 1.6M n-butyl lithium in hexane (31.3 mL, 55 mmol). Stir the resulting white precipitate at −75° C. for 30 min. Add isatin (3.68 g, 25 mmol) as a solid while maintaing positive nitrogen pressure. Remove some dry ice and allow the reaction to warm up slowly to −30 to −40° C. over 3 h and then to 15° C. over 1... The reactants are C(C)(=O)O[C@@H]1O[C@@H]([C@H]([C@@H]([C@H]1N=C=S)OC(C)=O)OC(C)=O)COC(C)=O ((2S,3R,4R,5S,6R)-6-(acetoxymethyl)-3-isothiocyanato-tetrahydro-2H-pyran-2,4,5-triyl triacetate), C(C)NC (ethyl(methyl)amine). The solvent is C(Cl)Cl (CH2Cl2). Reaction conditions: time 1 hour. Product: C(C)(=O)O[C@@H]1O[C@@H]([C@H]([C@@H]([C@H]1NC(=S)N(C)CC)OC(C)=O)OC(C)=O)COC(C)=O ((2S,3R,4R,5S,6R)-6-(acetoxymethyl)-3-(3-ethyl-3-methylthioureido)-tetrahydro-2H-pyran-2,4,5-triyl triacetate). Isolated yield 86.8%. As a reaction SMILES: [C:1]([O:4][C@H:5]1[C@H:10]([N:11]=[C:12]=[S:13])[C@@H:9]([O:14][C:15](=[O:17])[CH3:16])[C@H:8]([O:18][C:19](=[O:21])[CH3:20])[C@@H:7]([CH2:22][O:23][C:24](=[O:26])[CH3:25])[O:6]1)(=[O:3])[CH3:2].[CH2:27]([NH:29][CH3:30])[CH3:28]>C(Cl)Cl>[C:1]([O:4][C@H:5]1[C@H:10]([NH:11][C:12]([N:29]([CH2:27][CH3:28])[CH3:30])=[S:13])[C@@H:9]([O:14][C:15](=[O:17])[CH3:16])[C@H:8]([O:18][C:19](=[O:21])[CH3:20])[C@@H:7]([CH2:22][O:23][C:24](=[O:26])[CH3:25])[O:6]1)(=[O:3])[CH3:2]. Procedure details: To a stirred solution of (2S,3R,4R,5S,6R)-6-(acetoxymethyl)-3-isothiocyanato-tetrahydro-2H-pyran-2,4,5-triyl triacetate (1.10 g, 2.8 mmol) in CH2Cl2 (10 mL) was added neat ethyl(methyl)amine (310 μL, 3.6 mmol) dropwise. The mixture was stirred at room temperature for 1 h. Solvents were removed by concentration. The residue was purified by flash chromatography on silica gel (hexane/EtOAc 1:1) to give (2S,3R,4R,5S,6R)-6-(acetoxymethyl)-3-(3-ethyl-3-methylthioureido)-tetrahydro-2H-pyran-2,4,5-triyl...